From a dataset of the Open Reaction Database (ORD), a public repository of structured organic reaction records. describe an organic reaction: reactants, conditions, products, and yield Reactants: CCN=C=NCCCN(C)C, COC(=O)C(N)CCSC, Cl, Cc1ccccc1-c1cc([N+](=O)[O-])ccc1C(=O)O, O=c1c2ccccc2nnn1O. Yields the product COC(=O)C(CCSC)NC(=O)c1ccc([N+](=O)[O-])cc1-c1ccccc1C. RXN SMILES: [CH2:31]([N:32]=[C:33]=[N:34][CH2:35][CH2:36][CH2:37][N:38]([CH3:39])[CH3:40])[CH3:41].[CH3:20][O:21][C:22]([CH:23]([NH2:24])[CH2:25][CH2:26][S:27][CH3:28])=[O:29].[ClH:30].[N+:1](=[O:2])([O-:3])[c:4]1[cH:5][c:6](-[c:13]2[c:14]([CH3:19])[cH:15][cH:16][cH:17][cH:18]2)[c:7]([C:8](=[O:9])[OH:10])[cH:11][cH:12]1.[OH:42][n:43]1[c:44](=[O:45])[c:46]2[cH:47][cH:48][cH:49][cH:50][c:51]2[n:52][n:53]1>>[N+:1](=[O:2])([O-:3])[c:4]1[cH:5][c:6](-[c:13]2[c:14]([CH3:19])[cH:15][cH:16][cH:17][cH:18]2)[c:7]([C:8](=[O:10])[NH:24][CH:23]([C:22]([O:21][CH3:20])=[O:29])[CH2:25][CH2:26][S:27][CH3:28])[cH:11][cH:12]1.